Dataset: the Open Reaction Database (ORD), a public repository of structured organic reaction records. Task: describe an organic reaction: reactants, conditions, products, and yield Starting materials: [H-].[Na+] (sodium hydride), S(=O)(=O)(O)OC=1C=CC2=CC3=CC=C(C=C3N=C2C1)O (3,6-acridinediol sulfate), ClCCCOS(=O)(=O)C1=CC=C(C=C1)C (3-chloropropyl-p-toluene sulfonate). Run in CN(C=O)C (N,N-dimethylformamide). Conditions: time 1.5 hour. Yields the product Cl.ClCCCOC=1C=CC2=CC3=CC=C(C=C3N=C2C1)OCCCCl (3,6-bis(3-chloropropoxy)acridine hydrochloride). As a reaction SMILES: [H-].[Na+].S([O:7][C:8]1[CH:9]=[CH:10][C:11]2[C:20]([CH:21]=1)=[N:19][C:18]1[C:13](=[CH:14][CH:15]=[C:16]([OH:22])[CH:17]=1)[CH:12]=2)(O)(=O)=O.[Cl:23][CH2:24][CH2:25][CH2:26]OS(C1C=CC(C)=CC=1)(=O)=O>CN(C)C=O>[ClH:23].[Cl:23][CH2:24][CH2:25][CH2:26][O:7][C:8]1[CH:9]=[CH:10][C:11]2[C:20]([CH:21]=1)=[N:19][C:18]1[C:13](=[CH:14][CH:15]=[C:16]([O:22][CH2:26][CH2:25][CH2:24][Cl:23])[CH:17]=1)[CH:12]=2 |f:0.1,5.6|. Procedure details: To a mixture of 11.80 g. of sodium hydride (61.14% oil dispersion) and 26.0 g. of 3,6-acridinediol sulfate (2:1) is added 250 ml. of dry N,N-dimethylformamide. The mixture is stirred at room temperature for 1.5 hours, then 49.8 g. of 3-chloropropyl-p-toluene sulfonate are added. This mixture is stirred at room temperature for 3 hours and 20 minutes, then at 50° C. for 2 hours. The volatile materials are removed under reduced pressure at 35°-40° C. and the residue is quenched with 1200 ml. of ice... The reactants are NC=1C=CC(=C2CCN(C(C12)=O)C)N1CCC(CC1)N1CCN(CC1)C(=O)O (4-[1-(8-amino-2-methyl-1-oxo-1,2,3,4-tetrahydro-isoquinolin-5-yl)-piperidin-4-yl]-piperazine-1-carboxylic acid), O (water), butyl ester, ClC1=NC=C(C(=N1)Cl)Cl (2,4,5-trichloropyrimidine), C(=O)([O-])[O-].[K+].[K+] (K2CO3). The solvent is CS(=O)C (DMSO). Product: C(C)(C)(C)OC(=O)N1CCN(CC1)C1CCN(CC1)C1=C2CCN(C(C2=C(C=C1)NC1=NC(=NC=C1Cl)Cl)=O)C (4-{1-[8-(2,5-dichloro-pyrimidin-4-ylamino)-2-methyl-1-oxo-1,2,3,4-tetrahydro-isoquinolin-5-yl]-piperidin-4-yl}-piperazine-1-carboxylic acid tert-butyl ester). Isolated yield 72.0%. As a reaction SMILES: [NH2:1][C:2]1[CH:3]=[CH:4][C:5]([N:14]2[CH2:19][CH2:18][CH:17]([N:20]3[CH2:25][CH2:24][N:23]([C:26]([OH:28])=[O:27])[CH2:22][CH2:21]3)[CH2:16][CH2:15]2)=[C:6]2[C:11]=1[C:10](=[O:12])[N:9]([CH3:13])[CH2:8][CH2:7]2.[Cl:29][C:30]1[N:35]=[C:34](Cl)[C:33]([Cl:37])=[CH:32][N:31]=1.C([O-])([O-])=O.[K+].[K+].O>CS(C)=O>[C:6]([O:27][C:26]([N:23]1[CH2:22][CH2:21][N:20]([CH:17]2[CH2:18][CH2:19][N:14]([C:5]3[CH:4]=[CH:3][C:2]([NH:1][C:32]4[C:33]([Cl:37])=[CH:34][N:35]=[C:30]([Cl:29])[N:31]=4)=[C:11]4[C:6]=3[CH2:7][CH2:8][N:9]([CH3:13])[C:10]4=[O:12])[CH2:15][CH2:16]2)[CH2:25][CH2:24]1)=[O:28])([CH3:11])([CH3:7])[CH3:5] |f:2.3.4|. Procedure: A mixture 4-[1-(8-amino-2-methyl-1-oxo-1,2,3,4-tetrahydro-isoquinolin-5-yl)-piperidin-4-yl]-piperazine-1-carboxylic acid #tert!-butyl ester (9.20 g, 20.7 mmol), 2,4,5-trichloropyrimidine (5.96 mL, 51.8 mmol), K2CO3 (7.17 g, 51.8 mmol) in DMSO (200 mL) was stirred at 60° C. for 12 hours. After cooling to room temperature, 700 mL of water was added with stirring. The mixture was filtrated. The resulting brown solids were suspended in CH3CN (ca. 200 mL), stirred for a while and filtrated. The resid... Starting materials: polyphosphoric acid, COC(=O)NCCC1=CC=CC=C1 (N-methoxycarbonyl-phenethylamine). The solvent is O (water). The product is C1(NCCC2=CC=CC=C12)=O (1,2,3,4-tetrahydroisoquinolin-1-one). Yield: 76.3%. As a reaction SMILES: C[O:2][C:3]([NH:5][CH2:6][CH2:7][C:8]1[CH:13]=[CH:12][CH:11]=[CH:10][CH:9]=1)=O>O>[C:3]1(=[O:2])[C:13]2[C:8](=[CH:9][CH:10]=[CH:11][CH:12]=2)[CH2:7][CH2:6][NH:5]1. Procedure details: To a solution of polyphosphoric acid (200 mL) at 140° C. N-methoxycarbonyl-phenethylamine (28 g, 0.16 mol) was added portionwise over a 5 hour period. The reaction solution was poured into cold water (400 mL) and extracted with methylene chloride (5×200 mL). The organic layers were combined, dried with anhydrous magnesium sulfate, filtered and concentrated to give the title compound (17.96 g, 86% yield).